This data is from the Open Reaction Database (ORD), a public repository of structured organic reaction records. The task is: describe an organic reaction: reactants, conditions, products, and yield The reactants are Clc1nc(Nc2cc[nH]n2)cc2ccccc12, Oc1ccc(F)cc1. Yields the product Fc1ccc(Oc2nc(Nc3cc[nH]n3)cc3ccccc23)cc1. As a reaction SMILES: [Cl:1][c:2]1[n:3][c:4]([NH:12][c:13]2[n:14][nH:15][cH:16][cH:17]2)[cH:5][c:6]2[cH:7][cH:8][cH:9][cH:10][c:11]12.[F:18][c:19]1[cH:20][cH:21][c:22]([OH:25])[cH:23][cH:24]1>>[c:2]1([O:25][c:22]2[cH:21][cH:20][c:19]([F:18])[cH:24][cH:23]2)[n:3][c:4]([NH:12][c:13]2[n:14][nH:15][cH:16][cH:17]2)[cH:5][c:6]2[cH:7][cH:8][cH:9][cH:10][c:11]12. Reported procedure: (S)-tert-butyl 2-((tosyloxy)methyl)morpholine-4-carboxylate (63.7 g, 171.52 mmol) was dissolved in DMF (550 ml), and then NaN3 (44.59 g, 686.08 mmol) and NaI (2.5 g, 17.15 mmol) were added, followed by stirring at 70° C. overnight. After the completion of the reaction, the reaction mixture was extracted with H2O and EA, followed by drying (Na2SO4), filtration, and concentration under reduced pressure, and the residue was purified by column chromatography (EA:Hex=1:5), to give (S)-tert-butyl 2-(a... Product: N(=[N+]=[N-])C[C@@H]1CN(CCO1)C(=O)OC(C)(C)C ((S)-tert-butyl 2-(azidomethyl)morpholine-4-carboxylate). Reactants: [N-]=[N+]=[N-].[Na+] (NaN3), [Na+].[I-] (NaI), S(=O)(=O)(C1=CC=C(C)C=C1)OC[C@@H]1CN(CCO1)C(=O)OC(C)(C)C ((S)-tert-butyl 2-((tosyloxy)methyl)morpholine-4-carboxylate). Run at temperature 70 celsius, time 8 hour. Yield: 74.8%. Run in CN(C)C=O (DMF). Reaction SMILES: S(O[CH2:12][C@H:13]1[O:18][CH2:17][CH2:16][N:15]([C:19]([O:21][C:22]([CH3:25])([CH3:24])[CH3:23])=[O:20])[CH2:14]1)(C1C=CC(C)=CC=1)(=O)=O.[N-:26]=[N+:27]=[N-:28].[Na+].[Na+].[I-]>CN(C=O)C>[N:26]([CH2:12][C@H:13]1[O:18][CH2:17][CH2:16][N:15]([C:19]([O:21][C:22]([CH3:25])([CH3:24])[CH3:23])=[O:20])[CH2:14]1)=[N+:27]=[N-:28] |f:1.2,3.4|. The reactants are COC(CN(CC(C)NC(=O)OC(C)(C)C)CC1=CC=CC=C1)=O ([benzyl-(2-tertbutoxycarbonylamino-propyl)-amino]-acetic Acid Methyl Ester), O.OC1=CC=CC=2NN=NC21 (HOBt), FC=1C=C(C(C(=O)O)=CC1F)N (4,5-difluoro anthranilic acid), O.OC1=CC=CC=2NN=NC21 (hydroxybenzotriazole hydrate), C(C)(C)N(CC)C(C)C (diisopropylethyl amine), FC1=CC=C(C=C1)CCN (4-fluorophenylethyl amine), CCN=C=NCCCN(C)C (EDCI). Solvent: hexanes, CCOC(=O)C (EtOAc), C1CCOC1 (THF). Conditions: time 16 hour. Product: NC1=C(C=C(C(=C1)F)F)C(=O)NCCC1=CC=C(C=C1)F ((2-amino-4,5-difluorophenyl)-N-[2-(4-fluorophenyl)ethyl]-carboxamide). As a reaction SMILES: [F:1][C:2]1[CH:3]=[C:4]([NH2:12])[C:5](=[CH:9][C:10]=1[F:11])[C:6]([OH:8])=O.O.OC1C2N=NNC=2C=CC=1.C(N(C(C)C)CC)(C)C.[F:33][C:34]1[CH:39]=[CH:38][C:37]([CH2:40][CH2:41][NH2:42])=[CH:36][CH:35]=1.CCN=C=NCCCN(C)C.COC(=O)CN(CC1C=CC=CC=1)CC(NC(OC(C)(C)C)=O)C>C1COCC1.CCOC(C)=O>[NH2:12][C:4]1[CH:3]=[C:2]([F:1])[C:10]([F:11])=[CH:9][C:5]=1[C:6]([NH:42][CH2:41][CH2:40][C:37]1[CH:38]=[CH:39][C:34]([F:33])=[CH:35][CH:36]=1)=[O:8] |f:1.2|. Procedure details: To a stirred solution of 4,5-difluoro anthranilic acid (2.0 g, 11.6 mmol) in anhydrous THF (30 mL) was added hydroxybenzotriazole hydrate (HOBt) (1.56 g, 11.6 mmol), diisopropylethyl amine (2.01 mL, 11.6. mmol), and 4-fluorophenylethyl amine (1.52 mL, 11.6 mmol). After all of the HOBt had completely dissolved, EDCI (2.21 g, 11.6 mmol) was added and the resulting orange solution was stirred at room temperature for 16 hours. The solvent was removed, and the residue was chromatographed on silica el... The reactants are [Cl-], [NH3+]O, c1ccncc1, O=C1CCCc2[nH]ccc21. Product: ON=C1CCCc2[nH]ccc21. As a reaction SMILES: [Cl-:11].[OH:12][NH3+:13].[cH:14]1[cH:15][cH:16][n:17][cH:18][cH:19]1.[nH:1]1[cH:2][cH:3][c:4]2[c:9]1[CH2:8][CH2:7][CH2:6][C:5]2=[O:10]>>[nH:1]1[cH:2][cH:3][c:4]2[c:9]1[CH2:8][CH2:7][CH2:6][C:5]2=[N:13][OH:12].